Task: describe an organic reaction: reactants, conditions, products, and yield. Dataset: the Open Reaction Database (ORD), a public repository of structured organic reaction records Reactants: [Al+3], C[Si](C)(C)C#N, COc1ccc2c(c1)C(=O)CCC2, CCO, Cl, [H-], [H-], [H-], [H-], [Li+], COc1ccc2c(c1)C(O)(CN)CCC2. Yields the product Cl, COc1ccc2c(c1)C(CN)=CCC2. As a reaction SMILES: [Al+3:21].[CH3:14][Si:15]([C:16]#[N:17])([CH3:18])[CH3:19].[CH3:1][O:2][c:3]1[cH:4][c:5]2[c:6]([cH:12][cH:13]1)[CH2:7][CH2:8][CH2:9][C:10]2=[O:11].[CH3:42][CH2:43][OH:44].[ClH:41].[H-:20].[H-:23].[H-:24].[H-:25].[Li+:22].[NH2:26][CH2:27][C:28]1([OH:40])[CH2:29][CH2:30][CH2:31][c:32]2[cH:33][cH:34][c:35]([O:38][CH3:39])[cH:36][c:37]21>>[ClH:41].[NH2:26][CH2:27][C:28]1=[CH:29][CH2:30][CH2:31][c:32]2[cH:33][cH:34][c:35]([O:38][CH3:39])[cH:36][c:37]21. Starting materials: C(C=C)C1=C(C=CC=C1)N[C@@H](C)C(=O)O (N-(2-allylphenyl)alanine), Cl (HCl), C([O-])(O)=O.[Na+] (sodium bicarbonate). Run in CO (CH3OH). Yields the product COC([C@@H](NC1=C(C=CC=C1)CC=C)C)=O (N-(2-allylphenyl)alanine methyl ester). Reaction SMILES: [CH2:1]([C:4]1[CH:9]=[CH:8][CH:7]=[CH:6][C:5]=1[NH:10][C@H:11]([C:13]([OH:15])=[O:14])[CH3:12])[CH:2]=[CH2:3].Cl.[C:17](=O)(O)[O-].[Na+]>CO>[CH3:17][O:14][C:13](=[O:15])[C@H:11]([CH3:12])[NH:10][C:5]1[CH:6]=[CH:7][CH:8]=[CH:9][C:4]=1[CH2:1][CH:2]=[CH2:3] |f:2.3|. Procedure: A solution of 0.06 mol of N-(2-allylphenyl)alanine, prepared as described by A. Padwa, H. L. Gingrich, and R. Lim in J. Org. Chem.,1982, 47, 2447-2456, and 0.066 mol of HCl in 100 mL of CH3OH is stirred at reflux for 8 hours. The solution is then cooled and treated with 0.066 mol of sodium bicarbonate. The solvent is removed by rotary evaporator, and the residue is dissolved in diethyl ether, filtered, dried over MgSO4, and filtered. The solvent is removed by rotary evaporator to give N-(2-allyl... The reactants are 1(a), ClC=1C=C(CCl)C=CC1 (3-Chlorobenzyl chloride), C(CC(=O)C)(=O)OCC (Ethyl acetoacetate), [H-].[Na+] (sodium hydride), C(CCC)[Li] (n-butyl lithium). Run in C1CCOC1 (THF). The product is O=C(CC(=O)OCC)CCC1=CC(=CC=C1)Cl (Ethyl 3-oxo-5-[3-chlorophenyl]pentanoate). The yield is 63.7%. Reaction SMILES: [C:1]([O:7][CH2:8][CH3:9])(=[O:6])[CH2:2][C:3]([CH3:5])=[O:4].[H-].[Na+].C([Li])CCC.[Cl:17][C:18]1[CH:19]=[C:20]([CH:23]=[CH:24][CH:25]=1)[CH2:21]Cl>C1COCC1>[O:4]=[C:3]([CH2:5][CH2:21][C:20]1[CH:23]=[CH:24][CH:25]=[C:18]([Cl:17])[CH:19]=1)[CH2:2][C:1]([O:7][CH2:8][CH3:9])=[O:6] |f:1.2|. Procedure details: Ethyl acetoacetate (78.6 g, 0.6 mole) was added to a slurry of sodium hydride (20.8 g of 75% dispersion in oil, 0.65 mole) in dry THF at 0° C. under nitrogen followed by addition of n-butyl lithium (390 ml, 1.6 M in hexane, 0.63 mole) by the method given in Description 1(a). 3-Chlorobenzyl chloride (100 g, 0.62 mole) was added and after work-up and purification by vacuum distillation the required product was obtained as a very pale yellowish green oil (97.3 g, 64%), δ(CDCl3) 7.3-6.9 (4H, m), 4.1... Starting materials: [Na] (sodium), O=C(C(=O)O)C(C(C)O)C (2-keto-3-methyl-4-hydroxyvaleric acid), P(O)(O)(O)=O (phosphoric acid). Run in O (H2O). Conditions: time 30 minute. Product: OC=1C(O[C@H](C1C)C)=O ((5S)-3-hydroxy-4,5-dimethyl-2(5H)-furanone). The yield is 50.0%. As a reaction SMILES: [Na].[O:2]=[C:3]([CH:7]([CH3:11])[CH:8]([OH:10])[CH3:9])[C:4](O)=[O:5].P(=O)(O)(O)O>O>[OH:2][C:3]1[C:4](=[O:5])[O:10][C@@H:8]([CH3:9])[C:7]=1[CH3:11] |^1:0|. Procedure details: 840 mg of the sodium salt of compound I were dissolved in 50 ml of H2O and brought to pH 2.0 with dilute phosphoric acid. The solution was held at 85° C. for 30 minutes and, after cooling, extracted with 2×50 ml of ethyl acetate. 320 mg (yield 50%) of compound III separated after removal of the solvent. Compound III, purified by preparative thin-layer chromatography (silica gel 60), exhibited an optical rotation of: [α]D20 : 21.66° (c 1.0 in chloroform). The reactants are Oc1ccc2cc(Br)ccc2c1, CCO, Cc1ccccc1, Cl, [Na+], [Na+], O=C([O-])[O-], O, OB(O)c1ccccc1. Product: Oc1ccc2cc(-c3ccccc3)ccc2c1. RXN SMILES: [Br:1][c:2]1[cH:3][c:4]2[cH:5][cH:6][c:7]([OH:12])[cH:8][c:9]2[cH:10][cH:11]1.[CH3:29][CH2:30][OH:31].[CH3:33][c:34]1[cH:35][cH:36][cH:37][cH:38][cH:39]1.[ClH:28].[Na+:22].[Na+:23].[O-:24][C:25](=[O:26])[O-:27].[OH2:32].[OH:13][B:14]([OH:15])[c:16]1[cH:17][cH:18][cH:19][cH:20][cH:21]1>>[c:2]1(-[c:16]2[cH:17][cH:18][cH:19][cH:20][cH:21]2)[cH:3][c:4]2[cH:5][cH:6][c:7]([OH:12])[cH:8][c:9]2[cH:10][cH:11]1. The reactants are [Cl-].O=C1C=C(N=C2N1C(=CS2)C(F)(F)F)C[P+](C2=CC=CC=C2)(C2=CC=CC=C2)C2=CC=CC=C2 (5-Oxo-3-trifluoromethyl-5H-[1,3]thiazolo[3,2-a]pyrimidin-7-ylmethyl-(triphenyl) phosphonium chloride), intermediate, [H-].[Na+] (NaH), COCC(COC1=C(C=O)C=CC=C1)(C)C (3-methoxy-2,2-dimethylpropoxy-benzaldehyde), C1(CC1)COC1=C(C=CC=C1OC)/C=C/C=1N=C2N(C(C1I)=O)C=CS2 (7-{(E)-2-[2-(Cyclopropylmethoxy)-3-methoxyphenyl]vinyl}-6-iodo-5H-[1,3]thiazolo[3,2-a]pyrimidin-5-one). The solvent is CS(=O)C (DMSO). Product: COC=1C(=C(C=CC1)/C=C/C=1N=C2N(C(C1)=O)C(=CS2)C(F)(F)F)OCC(C)(C)C (7-{(E)-2-[3-(Methoxy)-2-neopentyloxyphenyl)-1-ethenyl]-3-trifluoromethyl-5H-1,3-thiazolo-[3,2-a]pyrimidin-5-one). Reaction SMILES: [Cl-].[O:2]=[C:3]1[N:8]2[C:9]([C:12]([F:15])([F:14])[F:13])=[CH:10][S:11][C:7]2=[N:6][C:5]([CH2:16][P+](C2C=CC=CC=2)(C2C=CC=CC=2)C2C=CC=CC=2)=[CH:4]1.[H-].[Na+].CO[CH2:40][C:41]([CH3:53])([CH3:52])[CH2:42][O:43][C:44]1[CH:51]=[CH:50][CH:49]=[CH:48][C:45]=1[CH:46]=O.C1([CH2:57][O:58]C2C(OC)=CC=CC=2/C=C/C2N=C3SC=CN3C(=O)C=2I)CC1>CS(C)=O>[CH3:57][O:58][C:51]1[C:44]([O:43][CH2:42][C:41]([CH3:40])([CH3:52])[CH3:53])=[C:45](/[CH:46]=[CH:16]/[C:5]2[N:6]=[C:7]3[S:11][CH:10]=[C:9]([C:12]([F:13])([F:14])[F:15])[N:8]3[C:3](=[O:2])[CH:4]=2)[CH:48]=[CH:49][CH:50]=1 |f:0.1,2.3|. Procedure: A stirred suspension of Step 3 intermediate (1.0 g, 1.886 mmol) in dry DMSO (10 ml) was treated with NaH (83 mg, 2.075 mmol) and 3-methoxy-2,2-dimethylpropoxy-benzaldehyde (460 mg, 2.075 mmol) according to the procedure described in Step 3, Intermediate 2 to yield a crude solid which was purified by column chromatography using 10% ethyl acetate in petroleum ether to afford 300 mg of the desired compound: 1H NMR (300 MHz, DMSO-d6) δ 1.08 (s, 9H), 3.56 (s, 2H), 3.79 (s, 3H), 6.13 (s, 1H), 7.02-7.1... The reactants are FC1=C(C=C(C(=C1)OC1=CC(=NC=C1)NC(=O)N1CC(C1)O)F)NC(=O)CC1(CC1)CC(=O)NC1=CC=C(C=C1)F (N-{2,5-Difluoro-4-[(2-{[(3-hydroxyazetidin-1-yl)carbonyl]amino}pyridin-4-yl)oxy]phenyl}-N′-(4-fluorophenyl)cyclopropane-1,1-dicarboxyamide), C1(=CC=CC=C1)S(=O)(=O)O (benzenesulfonic acid). Run in C(C)O (Ethanol), C(C)O (ethanol). Reaction conditions: time 50 minute. The product is C1(=CC=CC=C1)S(=O)(=O)O.FC1=C(C=C(C(=C1)OC1=CC(=NC=C1)NC(=O)N1CC(C1)O)F)NC(=O)CC1(CC1)CC(=O)NC1=CC=C(C=C1)F (N-{2,5-Difluoro-4-[(2-{[(3-hydroxyazetidin-1-yl)carbonyl]amino}pyridin-4-yl)oxy]phenyl}-N′-(4-fluorophenyl)cyclopropane-1,1-dicarboxyamide benzenesulfonate). Yield: 75.3%. RXN SMILES: [F:1][C:2]1[CH:7]=[C:6]([O:8][C:9]2[CH:14]=[CH:13][N:12]=[C:11]([NH:15][C:16]([N:18]3[CH2:21][CH:20]([OH:22])[CH2:19]3)=[O:17])[CH:10]=2)[C:5]([F:23])=[CH:4][C:3]=1[NH:24][C:25]([CH2:27][C:28]1([CH2:31][C:32]([NH:34][C:35]2[CH:40]=[CH:39][C:38]([F:41])=[CH:37][CH:36]=2)=[O:33])[CH2:30][CH2:29]1)=[O:26].[C:42]1([S:48]([OH:51])(=[O:50])=[O:49])[CH:47]=[CH:46][CH:45]=[CH:44][CH:43]=1>C(O)C>[C:42]1([S:48]([OH:51])(=[O:50])=[O:49])[CH:47]=[CH:46][CH:45]=[CH:44][CH:43]=1.[F:1][C:2]1[CH:7]=[C:6]([O:8][C:9]2[CH:14]=[CH:13][N:12]=[C:11]([NH:15][C:16]([N:18]3[CH2:19][CH:20]([OH:22])[CH2:21]3)=[O:17])[CH:10]=2)[C:5]([F:23])=[CH:4][C:3]=1[NH:24][C:25]([CH2:27][C:28]1([CH2:31][C:32]([NH:34][C:35]2[CH:36]=[CH:37][C:38]([F:41])=[CH:39][CH:40]=2)=[O:33])[CH2:30][CH2:29]1)=[O:26] |f:3.4|. Reported procedure: N-{2,5-Difluoro-4-[(2-{[(3-hydroxyazetidin-1-yl)carbonyl]amino}pyridin-4-yl)oxy]phenyl}-N′-(4-fluorophenyl)cyclopropane-1,1-dicarboxyamide (31.6 mg) was suspended in ethanol (0.316 ml). After adding benzenesulfonic acid (10.2 mg) at room temperature to form a solution, it was stirred at room temperature for 17 hours and 50 minutes. Ethanol (0.5 ml) was added, and then the precipitate was collected by filtration and washed with tert-butyl methyl ether (1 ml, three times). It was then dried under ... Starting materials: C1[C@@H](CC[C@H](C1)C(=O)O)CN (tranexamic acid), CC(C(=O)OC(C)OC(=O)ON1C(CCC1=O)=O)(C)C (1-[(2,5-dioxopyrrolidinyl)oxycarbonyloxy]ethyl 2,2-dimethylpropanoate). The solvent is CC(C)(C)OC.CC(=O)C.O (MTBE acetone water). Product: CC(C(=O)OC(C)OC(=O)NC[C@@H]1CC[C@H](CC1)C(=O)O)(C)C (trans-4-{[1-(2,2-Dimethylpropanoyloxy)-ethoxycarbonyl]aminomethyl}-Cyclohexanecarboxylic Acid). Yield: 16.0%. As a reaction SMILES: [CH2:1]1[CH2:6][C@H:5]([C:7]([OH:9])=[O:8])[CH2:4][CH2:3][C@H:2]1[CH2:10][NH2:11].[CH3:12][C:13]([CH3:31])([CH3:30])[C:14]([O:16][CH:17]([O:19][C:20](ON1C(=O)CCC1=O)=[O:21])[CH3:18])=[O:15]>CC(OC)(C)C.CC(C)=O.O>[CH3:30][C:13]([CH3:12])([CH3:31])[C:14]([O:16][CH:17]([O:19][C:20]([NH:11][CH2:10][C@H:2]1[CH2:3][CH2:4][C@H:5]([C:7]([OH:9])=[O:8])[CH2:6][CH2:1]1)=[O:21])[CH3:18])=[O:15] |f:2.3.4|. Procedure: Following the general nucleophilic carbamoylation procedure, tranexamic acid (1.1 g, 7 mmol) and 1-[(2,5-dioxopyrrolidinyl)oxycarbonyloxy]ethyl 2,2-dimethylpropanoate (1.1 g, 3.8 mmol) were reacted in the MTBE/acetone/water mixture (16 mL) to yield the title compound 21 (200 mg, 16% yield) as a white powder after work-up and mass-guided preparative HPLC purification. 1H NMR (400 MHz, DMSO-d6): δ=0.86-0.99 (m, 2H), 1.14 (s, 9H), 1.21-1.39 (br. m, 3H), 1.42 (d, J=5.2 Hz, 3H), 1.71-1.74 (m, 2H), 1....